Task: describe an organic reaction: reactants, conditions, products, and yield. Dataset: the Open Reaction Database (ORD), a public repository of structured organic reaction records As a reaction SMILES: [NH:1]([C:23]([O:25][CH2:26][CH:27]1[C:39]2[C:34](=[CH:35][CH:36]=[CH:37][CH:38]=2)[C:33]2[C:28]1=[CH:29][CH:30]=[CH:31][CH:32]=2)=[O:24])[C@H:2]([C:20](O)=[O:21])[CH2:3][C:4]1[C:12]2[C:7](=[CH:8][CH:9]=[CH:10][CH:11]=2)[N:6]([C:13]([O:15][C:16]([CH3:19])([CH3:18])[CH3:17])=[O:14])[CH:5]=1.[CH2:40]([NH2:47])[C:41]1[CH:46]=[CH:45][CH:44]=[CH:43][CH:42]=1.CN(C(ON1N=NC2C=CC=CC1=2)=[N+](C)C)C.[B-](F)(F)(F)F.C(N(CC)C(C)C)(C)C>CN(C=O)C>[NH:1]([C:23]([O:25][CH2:26][CH:27]1[C:28]2[C:33](=[CH:32][CH:31]=[CH:30][CH:29]=2)[C:34]2[C:39]1=[CH:38][CH:37]=[CH:36][CH:35]=2)=[O:24])[C@H:2]([C:20]([NH:47][CH2:40][C:41]1[CH:46]=[CH:45][CH:44]=[CH:43][CH:42]=1)=[O:21])[CH2:3][C:4]1[C:12]2[C:7](=[CH:8][CH:9]=[CH:10][CH:11]=2)[N:6]([C:13]([O:15][C:16]([CH3:19])([CH3:17])[CH3:18])=[O:14])[CH:5]=1 |f:2.3|. Isolated yield 62.9%. Solvent: CN(C)C=O (DMF). Starting materials: N([C@@H](CC1=CN(C2=CC=CC=C12)C(=O)OC(C)(C)C)C(=O)O)C(=O)OCC1C2=CC=CC=C2C2=CC=CC=C12 (Fmoc-Trp(Boc)-OH), C(C1=CC=CC=C1)N (benzylamine), CN(C)C(=[N+](C)C)ON1C2=C(C=CC=C2)N=N1.[B-](F)(F)(F)F (TBTU), C(C)(C)N(C(C)C)CC (N,N-diisopropylethylamine). Procedure: To the mixture of Fmoc-Trp(Boc)-OH (205 mg, 0.39 mmol) and benzylamine (165 μL, 1.51 mmol) in DMF (5 mL) was added TBTU (249 mg, 0.77 mmol) and N,N-diisopropylethylamine (340 μL, 1.95 mmol). The reaction was stirred for 2 hours at room temperature. The solvent was removed in vacuo and the residue was purified by flash column silica gel chromatography (2:1, hexane:ethyl acetate) to yield the Fmoc-Trp(Boc)-NHBn (151 mg, 63%). The solution of Fmoc-Trp(Boc)-NHBn (151 mg, 0.25 mmol) and piperidine (0... Run at time 2 hour. Yields the product N([C@@H](CC1=CN(C2=CC=CC=C12)C(=O)OC(C)(C)C)C(=O)NCC1=CC=CC=C1)C(=O)OCC1C2=CC=CC=C2C2=CC=CC=C12 (Fmoc-Trp(Boc)-NHBn). The reactants are O=C([O-])[O-], CCO, O=C(NS(=O)(=O)c1ccc(I)cc1)c1ccc(Cl)cc1Cl, [Na+], [Na+], [Pd], c1ccc(P(c2ccccc2)c2ccccc2)cc1, Cc1ccccc1, c1ccc(P(c2ccccc2)c2ccccc2)cc1, c1ccc(P(c2ccccc2)c2ccccc2)cc1, c1ccc(P(c2ccccc2)c2ccccc2)cc1, OB(O)c1ccsc1. Yields the product O=C(NS(=O)(=O)c1ccc(-c2ccsc2)cc1)c1ccc(Cl)cc1Cl. Reaction SMILES: [C:30](=[O:31])([O-:32])[O-:33].[CH2:36]([OH:37])[CH3:38].[Cl:1][c:2]1[c:3]([C:4](=[O:5])[NH:6][S:7](=[O:8])(=[O:9])[c:10]2[cH:11][cH:12][c:13]([I:16])[cH:14][cH:15]2)[cH:17][cH:18][c:19]([Cl:21])[cH:20]1.[Na+:34].[Na+:35].[Pd:46].[c:104]1([P:105]([c:106]2[cH:107][cH:108][cH:109][cH:110][cH:111]2)[c:112]2[cH:113][cH:114][cH:115][cH:116][cH:117]2)[cH:118][cH:119][cH:120][cH:121][cH:122]1.[c:39]1([CH3:40])[cH:41][cH:42][cH:43][cH:44][cH:45]1.[c:47]1([P:48]([c:49]2[cH:50][cH:51][cH:52][cH:53][cH:54]2)[c:55]2[cH:56][cH:57][cH:58][cH:59][cH:60]2)[cH:61][cH:62][cH:63][cH:64][cH:65]1.[c:66]1([P:67]([c:68]2[cH:69][cH:70][cH:71][cH:72][cH:73]2)[c:74]2[cH:75][cH:76][cH:77][cH:78][cH:79]2)[cH:80][cH:81][cH:82][cH:83][cH:84]1.[c:85]1([P:86]([c:87]2[cH:88][cH:89][cH:90][cH:91][cH:92]2)[c:93]2[cH:94][cH:95][cH:96][cH:97][cH:98]2)[cH:99][cH:100][cH:101][cH:102][cH:103]1.[s:22]1[cH:23][c:24]([B:27]([OH:28])[OH:29])[cH:25][cH:26]1>>[Cl:1][c:2]1[c:3]([C:4](=[O:5])[NH:6][S:7](=[O:8])(=[O:9])[c:10]2[cH:11][cH:12][c:13](-[c:24]3[cH:23][s:22][cH:26][cH:25]3)[cH:14][cH:15]2)[cH:17][cH:18][c:19]([Cl:21])[cH:20]1.